This data is from the Open Reaction Database (ORD), a public repository of structured organic reaction records. The task is: describe an organic reaction: reactants, conditions, products, and yield Starting materials: BrCCBr, C1CCOC1, CON(C)C(=O)c1cc2cnc(SC)nc2n1-c1ccc(F)cc1, CCOCC, Clc1ccccc1CBr, [Mg]. Reaction SMILES: [Br:10][CH2:11][CH2:12][Br:13].[CH2:39]1[O:40][CH2:41][CH2:42][CH2:43]1.[CH3:14][O:15][N:16]([C:17](=[O:18])[c:19]1[cH:20][c:21]2[c:22]([n:23][c:24]([S:27][CH3:28])[n:25][cH:26]2)[n:29]1-[c:30]1[cH:31][cH:32][c:33]([F:36])[cH:34][cH:35]1)[CH3:37].[CH3:44][CH2:45][O:46][CH2:47][CH3:48].[Cl:1][c:2]1[c:3]([CH2:4][Br:5])[cH:6][cH:7][cH:8][cH:9]1.[Mg:38]>>[Cl:1][c:2]1[c:3]([CH2:4][C:17](=[O:18])[c:19]2[cH:20][c:21]3[c:22]([n:23][c:24]([S:27][CH3:28])[n:25][cH:26]3)[n:29]2-[c:30]2[cH:31][cH:32][c:33]([F:36])[cH:34][cH:35]2)[cH:6][cH:7][cH:8][cH:9]1. Yields the product CSc1ncc2cc(C(=O)Cc3ccccc3Cl)n(-c3ccc(F)cc3)c2n1. Reactants: Cc1cc(Cc2ccccc2Br)oc1C, CN(C)C=O, COc1ccc(C(=O)O)cc1C1CCCC1, O=C(Cl)C(=O)Cl, ClCCl, Cl[Sn](Cl)(Cl)Cl. Product: COc1ccc(C(=O)c2c(Cc3ccccc3Br)oc(C)c2C)cc1C1CCCC1. As a reaction SMILES: [Br:28][c:29]1[c:30]([CH2:31][c:32]2[o:33][c:34]([CH3:38])[c:35]([CH3:37])[cH:36]2)[cH:39][cH:40][cH:41][cH:42]1.[CH3:46][N:47]([CH3:48])[CH:49]=[O:50].[CH:1]1([c:6]2[cH:7][c:8]([C:9](=[O:10])[OH:11])[cH:12][cH:13][c:14]2[O:15][CH3:16])[CH2:2][CH2:3][CH2:4][CH2:5]1.[Cl:17][C:18]([C:19]([Cl:20])=[O:21])=[O:22].[Cl:43][CH2:44][Cl:45].[Sn:23]([Cl:24])([Cl:25])([Cl:26])[Cl:27]>>[CH:1]1([c:6]2[cH:7][c:8]([C:9](=[O:11])[c:36]3[c:32]([CH2:31][c:30]4[c:29]([Br:28])[cH:42][cH:41][cH:40][cH:39]4)[o:33][c:34]([CH3:38])[c:35]3[CH3:37])[cH:12][cH:13][c:14]2[O:15][CH3:16])[CH2:2][CH2:3][CH2:4][CH2:5]1. Reactants: CO, [Na+], C=C1CC2C3CCC(=O)C3(C)CCC2C2(C)CCC(=O)C3OC132, [OH-]. Yields the product C=C1CC2C3CCC(=O)C3(C)CCC2C2(C)CCC(=O)C(OC)=C12. Reaction SMILES: [CH3:26][OH:27].[Na+:25].[O:1]1[CH:2]2[C:3]13[C:4](=[CH2:23])[CH2:5][CH:6]1[CH:7]4[CH2:8][CH2:9][C:10](=[O:22])[C:11]4([CH3:12])[CH2:13][CH2:14][CH:15]1[C:16]3([CH3:21])[CH2:17][CH2:18][C:19]2=[O:20].[OH-:24]>>[O:1]([C:2]1=[C:3]2[C:4](=[CH2:23])[CH2:5][CH:6]3[CH:7]4[CH2:8][CH2:9][C:10](=[O:22])[C:11]4([CH3:12])[CH2:13][CH2:14][CH:15]3[C:16]2([CH3:21])[CH2:17][CH2:18][C:19]1=[O:20])[CH3:26]. Starting materials: CCCCCCCC1CC(CSC(c2ccccc2)(c2ccccc2)c2ccccc2)OC1=O, CO, Cl, [Na+], [OH-], O. Yields the product CCCCCCCC(CC(O)CSC(c1ccccc1)(c1ccccc1)c1ccccc1)C(=O)O. As a reaction SMILES: [CH2:1]([CH2:2][CH2:3][CH2:4][CH2:5][CH2:6][CH3:7])[CH:8]1[C:9](=[O:34])[O:10][CH:11]([CH2:13][S:14][C:15]([c:16]2[cH:17][cH:18][cH:19][cH:20][cH:21]2)([c:22]2[cH:23][cH:24][cH:25][cH:26][cH:27]2)[c:28]2[cH:29][cH:30][cH:31][cH:32][cH:33]2)[CH2:12]1.[CH3:38][OH:39].[ClH:37].[Na+:36].[OH-:35].[OH2:40]>>[CH2:1]([CH2:2][CH2:3][CH2:4][CH2:5][CH2:6][CH3:7])[CH:8]([C:9]([OH:10])=[O:34])[CH2:12][CH:11]([CH2:13][S:14][C:15]([c:16]1[cH:17][cH:18][cH:19][cH:20][cH:21]1)([c:22]1[cH:23][cH:24][cH:25][cH:26][cH:27]1)[c:28]1[cH:29][cH:30][cH:31][cH:32][cH:33]1)[OH:35]. Starting materials: CS(=O)(=O)C1=CC=C(C=C1)O (4-(methylsulfonyl)phenol), C(=O)(O)[O-].[Na+] (NaHCO3), C(C)(=O)O (acetic acid), BrBr (Br2). Run in CCOCC (ether). Run at temperature -10 celsius, time 1 hour. Yields the product BrC1=C(C=CC(=C1)S(=O)(=O)C)O (2-bromo-4-(methylsulfonyl)phenol). Isolated yield 43.8%. RXN SMILES: [CH3:1][S:2]([C:5]1[CH:10]=[CH:9][C:8]([OH:11])=[CH:7][CH:6]=1)(=[O:4])=[O:3].C(O)(=O)C.[Br:16]Br.C([O-])(O)=O.[Na+]>CCOCC>[Br:16][C:9]1[CH:10]=[C:5]([S:2]([CH3:1])(=[O:3])=[O:4])[CH:6]=[CH:7][C:8]=1[OH:11] |f:3.4|. Procedure details: To a solution of 4-(methylsulfonyl)phenol (5 g, 29.1 mmol) in ether (100 mL) at −15° C. was slowly added acetic acid (5 mL). To this cold solution was slowly added Br2 (5.1 g, 32.0 mmol) and the reaction was stirred at −10° C. for 1 h and then warmed to r.t. and stirred for further 10 h. After the reaction was completed, 100 mL of sat. NaHCO3 aq. was added and the mixture was extracted with EA (50 mL×3). The combined organic layers were washed with brine and dried over Na2SO4. After filtration a... The reactants are C[Si](CCCCCCCCCCCCCCNC1=CC=C(C(NCC(=O)OCC)=O)C=C1)(C)C (ethyl 4-[14-(trimethylsilyl)tetradecylamino]hippurate), [OH-].[Na+] (sodium hydroxide). The solvent is C(C)O (ethanol). The product is C[Si](CCCCCCCCCCCCCCNC1=CC=C(C(=O)NCC(=O)O)C=C1)(C)C (N-[4-[14-(Trimethylsilyl)tetradecylamino]benzoyl)glycine). As a reaction SMILES: [CH3:1][Si:2]([CH3:34])([CH3:33])[CH2:3][CH2:4][CH2:5][CH2:6][CH2:7][CH2:8][CH2:9][CH2:10][CH2:11][CH2:12][CH2:13][CH2:14][CH2:15][CH2:16][NH:17][C:18]1[CH:32]=[CH:31][C:21]([C:22](=[O:30])[NH:23][CH2:24][C:25]([O:27]CC)=[O:26])=[CH:20][CH:19]=1.[OH-].[Na+]>C(O)C>[CH3:34][Si:2]([CH3:1])([CH3:33])[CH2:3][CH2:4][CH2:5][CH2:6][CH2:7][CH2:8][CH2:9][CH2:10][CH2:11][CH2:12][CH2:13][CH2:14][CH2:15][CH2:16][NH:17][C:18]1[CH:19]=[CH:20][C:21]([C:22]([NH:23][CH2:24][C:25]([OH:27])=[O:26])=[O:30])=[CH:31][CH:32]=1 |f:1.2|. Reported procedure: A mixture of 12.5 g. of ethyl 4-[14-(trimethylsilyl)tetradecylamino]hippurate, 55 ml. of 1N sodium hydroxide solutions and 50 ml. of ethanol is stirred at ambient temperature for 2 hours and then partially evaporated. The aqueous solution is washed with diethyl ether, acidified with 6N hydrochloric acid, and filtered. The solid is dried in vacuo and recrystallized to yield the product as a white solid. Starting materials: [Li]CCCC (n-BuLi), Ph3PCH2CH(CH3)2Br, C1CCOC1 (THF), BrC=1C=NC=C(C=O)C1 (5-bromonicotinaldehyde), C1CCOC1 (THF). Run at temperature 0 celsius, time 1 hour. Product: BrC=1C=NC=C(C1)\C=C\C(C)C ((E)-3-bromo-5-(3-methylbut-1-enyl)pyridine). RXN SMILES: [Li]C[CH2:3][CH2:4][CH3:5].[Br:6][C:7]1[CH:8]=[N:9][CH:10]=[C:11]([CH:14]=1)[CH:12]=O.[CH2:15]1COCC1>>[Br:6][C:7]1[CH:8]=[N:9][CH:10]=[C:11](/[CH:12]=[CH:15]/[CH:4]([CH3:3])[CH3:5])[CH:14]=1. Procedure: To a stirring mixture of 4.26 g (10.7 mmol) of Ph3PCH2CH(CH3)2Br in 20 mL of THF O° C. was added 12.0 mL of n-BuLi (1.6 M in hexanes). The mixture was stirred at 0° C. for 1 h, and then 521 mg (2.82 mmol) of 5-bromonicotinaldehyde in 20 mL of THF was added. After 5-10 min. the bath was removed and stirring was continued with warming to r.t. After 1 h, the reaction was quenched with water and diluted with EtOAc. The organic layer was washed with brine, dried over Na2SO4, filtered, and concentrate... Starting materials: P(Cl)(Cl)(Cl)(Cl)Cl (phosphorus pentachloride), C(C)C=1SC=CC1 (2-ethyl-thiophene), C(C)(C)(C)N (tert.butylamine), ClS(=O)(=O)O (chlorosulfonic acid), Cl (hydrogen chloride). Run in O1CCCC1 (tetrahydrofuran). The product is C(C)C1=CC=C(S1)S(=O)(=O)NC(C)(C)C (5-ethyl-N-tert.butyl-thiophene-2-sulfonamide). Isolated yield 53.4%. As a reaction SMILES: P(Cl)(Cl)(Cl)(Cl)Cl.Cl[S:8]([OH:11])(=O)=[O:9].Cl.[CH2:13]([C:15]1[S:16][CH:17]=[CH:18][CH:19]=1)[CH3:14].[C:20]([NH2:24])([CH3:23])([CH3:22])[CH3:21]>O1CCCC1>[CH2:13]([C:15]1[S:16][C:17]([S:8]([NH:24][C:20]([CH3:23])([CH3:22])[CH3:21])(=[O:11])=[O:9])=[CH:18][CH:19]=1)[CH3:14]. Procedure details: 222 gm (1.07 mol) of phosphorus pentachloride were added in portions while stirring and cooling to 310 gm (2.7 mol) of chlorosulfonic acid. After the evolution of hydrogen chloride had subsided, 100 gm (0.89 mol) of 2-ethyl-thiophene were added dropwise while stirring at a temperature of 20° C. When the addition was finished, the reaction mixture was poured over ice and extracted with ether. The ether solution was washed until neutral, dried and evaporated. The residue was taken up in tetrahydro... Reactants: NC1=NC=CC(=C1N)N[C@H]1[C@H]([C@@H]2C=C[C@H]1C2)C(=O)N ((1S,2S,3R,4R)-3-(2,3-Diamino-pyridin-4-ylamino)-bicyclo[2.2.1]hept-5-ene-2-carboxylic acid amide), CN(C1=CC=C(C=O)C=C1)C (4-(dimethylamino)benzaldehyde). The product is CN(C1=CC=C(C=C1)C1=NC=2C(=NC=CC2N[C@H]2[C@H]([C@@H]3C=C[C@H]2C3)C(=O)N)N1)C ((1S,2S,3R,4R)-3-[2-(4-Dimethylamino-phenyl)-3H-imidazo[4,5-b]pyridin-7-ylamino]-bicyclo[2.2.1]hept-5-ene-2-carboxylic acid amide). Isolated yield 33.3%. As a reaction SMILES: [NH2:1][C:2]1[C:7]([NH2:8])=[C:6]([NH:9][C@@H:10]2[C@@H:15]3[CH2:16][C@@H:12]([CH:13]=[CH:14]3)[C@@H:11]2[C:17]([NH2:19])=[O:18])[CH:5]=[CH:4][N:3]=1.[CH3:20][N:21]([CH3:30])[C:22]1[CH:29]=[CH:28][C:25]([CH:26]=O)=[CH:24][CH:23]=1>>[CH3:20][N:21]([CH3:30])[C:22]1[CH:29]=[CH:28][C:25]([C:26]2[NH:1][C:2]3=[N:3][CH:4]=[CH:5][C:6]([NH:9][C@@H:10]4[C@@H:15]5[CH2:16][C@@H:12]([CH:13]=[CH:14]5)[C@@H:11]4[C:17]([NH2:19])=[O:18])=[C:7]3[N:8]=2)=[CH:24][CH:23]=1. Procedure details: In a similar fashion to Compound LXXVI, (1S,2S,3R,4R)-3-(2,3-Diamino-pyridin-4-ylamino)-bicyclo[2.2.1]hept-5-ene-2-carboxylic acid amide (50.0 mg, 0.193 mmol) and 4-(dimethylamino)benzaldehyde (31.6 mg, 0.212 mmol) were reacted to produce 25 mg (33%) of the title compound. mp: 245-251° C., 1H NMR (300 MHz, DMSO-d6): 12.73 (s, 1H), 7.96 (d, J=8 Hz, 2H), 7.84 (d, J=4 Hz, 1H), 7.65 (s, 1H), 7.15 (s, 1H), 6.81 (d, J=8 Hz, 2H), 6.70 (d, J=8 Hz, 1H), 6.37 (d, J=8 Hz, 1H), 6.32 (s, 2H), 3.89 (br s, 1H)...